The task is: describe an organic reaction: reactants, conditions, products, and yield. This data is from the Open Reaction Database (ORD), a public repository of structured organic reaction records. The reactants are C(C)(C)(C)C=1C=C(C=C(C1O)C(C)(C)C)C=1NC(NC1)=S (4-(3,5-di-tert-butyl-4-hydroxyphenyl)-2-thioxo-4-imidazoline), C([O-])([O-])=O.[K+].[K+] (potassium carbonate), BrC(C(=O)OCC)C (ethyl α-bromopropionate). Solvent: CC(=O)C (acetone). Yields the product C(C)(C)(C)C=1C=C(C=C(C1O)C(C)(C)C)C=1N=C(NC1)SC(C(=O)OCC)C (ethyl 2-[4-(3,5-di-tert-butyl-4-hydroxyphenyl)-2-imidazolylthio]propionate). Yield: 39.7%. RXN SMILES: [C:1]([C:5]1[CH:6]=[C:7]([C:16]2[NH:17][C:18](=[S:21])[NH:19][CH:20]=2)[CH:8]=[C:9]([C:12]([CH3:15])([CH3:14])[CH3:13])[C:10]=1[OH:11])([CH3:4])([CH3:3])[CH3:2].C(=O)([O-])[O-].[K+].[K+].Br[CH:29]([CH3:35])[C:30]([O:32][CH2:33][CH3:34])=[O:31]>CC(C)=O>[C:1]([C:5]1[CH:6]=[C:7]([C:16]2[N:17]=[C:18]([S:21][CH:29]([CH3:35])[C:30]([O:32][CH2:33][CH3:34])=[O:31])[NH:19][CH:20]=2)[CH:8]=[C:9]([C:12]([CH3:14])([CH3:15])[CH3:13])[C:10]=1[OH:11])([CH3:2])([CH3:3])[CH3:4] |f:1.2.3|. Reported procedure: By following the same procedure as in Example 10 using 1.8 g of 4-(3,5-di-tert-butyl-4-hydroxyphenyl)-2-thioxo-4-imidazoline, 30 ml of dry acetone, 0.99 g of potassium carbonate, and 1.3 g of ethyl α-bromopropionate and recrystallizing the product from a mixture of toluene and cyclohexane, 0.95 g of ethyl 2-[4-(3,5-di-tert-butyl-4-hydroxyphenyl)-2-imidazolylthio]propionate was obtained. RXN SMILES: [CH3:32][OH:33].[NH2:2][NH2:3].[O:4]=[C:5]1[N:6]([CH2:15][CH2:16][N:17]2[CH:18]([CH3:31])[CH2:19][N:20]([C:24](=[O:25])[O:26][C:27]([CH3:28])([CH3:29])[CH3:30])[CH2:21][CH:22]2[CH3:23])[C:13](=[O:14])[c:8]2[c:7]1[cH:12][cH:11][cH:10][cH:9]2.[OH2:1]>>[NH2:6][CH2:15][CH2:16][N:17]1[CH:18]([CH3:31])[CH2:19][N:20]([C:24](=[O:25])[O:26][C:27]([CH3:28])([CH3:29])[CH3:30])[CH2:21][CH:22]1[CH3:23]. The product is CC1CN(C(=O)OC(C)(C)C)CC(C)N1CCN. Reactants: CO, NN, CC1CN(C(=O)OC(C)(C)C)CC(C)N1CCN1C(=O)c2ccccc2C1=O, O. The reactants are CC=1NC=CN1 (2-methylimidazole), Cl.CNC (dimethylamine hydrochloride), C=O (formaldehyde), [OH-].[K+] (potassium hydroxide), Cl (hydrochloric acid), C([O-])([O-])=O.[K+].[K+] (potassium carbonate). Run in O (water). Run at time 24 hour. The product is CN(C)CN1C(=NC=C1)C (1-(N,N-Dimethylaminomethyl)-2-methylimidazole). Isolated yield 83.0%. RXN SMILES: [CH3:1][C:2]1[NH:3][CH:4]=[CH:5][N:6]=1.Cl.[CH3:8][NH:9][CH3:10].Cl.C=O.[OH-].[K+].[C:16](=O)([O-])[O-].[K+].[K+]>O>[CH3:8][N:9]([CH2:16][N:3]1[CH:4]=[CH:5][N:6]=[C:2]1[CH3:1])[CH3:10] |f:1.2,5.6,7.8.9|. Procedure: 20 g of 2-methylimidazole and 20 g of dimethylamine hydrochloride were dissolved in 50 ml of distilled water, and pH of the solution was adjusted to 5 with conc. hydrochloric acid. 22 g of 37% aqueous formaldehyde was added to the solution and kept at room temperature for 24 hrs. Then, the resulting solution was alkalized with 20% potassium hydroxide, saturated with potassium carbonate and extracted with chloroform. The organic layer was dried over potassium carbonate, and then vacuum-distilled,... Reactants: Example 3 ( 2 ), S(=O)(=O)([O-])[O-].[NH4+].[NH4+] (ammonium sulfate), O.O.O.O.O.O.O.S(=O)(=O)([O-])[O-].[Mg+2] (magnesium sulfate heptahydrate), OC(=O)CCCC[C@@H]1SC[C@@H]2NC(=O)N[C@H]12 (biotin), C(C1=CN=CC=C1)(=O)N (nicotine amide), CC1=C(SC=[N+]1CC=2C=NC(=NC2N)C)CCO.Cl.[Cl-] (thiamine hydrochloride), ( 3 ), O=C[C@H](O)[C@@H](O)[C@H](O)[C@H](O)CO (glucose), P(=O)(O)(O)[O-].[K+] (potassium dihydrogen phosphate). The reagents and catalysts are O.O.O.O.O.O.O.S(=O)(=O)([O-])[O-].[Fe+2] (iron sulfate heptahydrate), O.O.O.O.O.S(=O)(=O)([O-])[O-].[Mn+2] (manganese sulfate pentahydrate). Conditions: time 71 hour. The product is C1=C(C=C(C=C1N)O)C(=O)O (AHBA). As a reaction SMILES: [O:1]=[CH:2][C@@H:3]([C@H]([C@@H]([C@@H](CO)O)O)O)O.O.O.O.O.O.O.O.S([O-])([O-])(=O)=O.[Mg+2].S([O-])([O-])(=O)=O.[NH4+].[NH4+].P([O-])(O)(O)=O.[K+].[CH3:39][C:40]1[N+:44](CC2C=NC(C)=NC=2N)=CS[C:41]=1[CH2:54][CH2:55][OH:56].Cl.[Cl-].[OH:59]C(CCCC[C@H]1[C@@H]2[C@@H](NC(N2)=O)CS1)=O.C(N)(=O)C1C=CC=NC=1>O.O.O.O.O.O.O.S([O-])([O-])(=O)=O.[Fe+2].O.O.O.O.O.S([O-])([O-])(=O)=O.[Mn+2]>[CH:41]1[C:40]([NH2:39])=[CH:44][C:2]([OH:1])=[CH:3][C:54]=1[C:55]([OH:56])=[O:59] |f:1.2.3.4.5.6.7.8.9,10.11.12,13.14,15.16.17,20.21.22.23.24.25.26.27.28,29.30.31.32.33.34.35|. Reported procedure: The C. glutamicum AJ110135 having an enhanced AKfbr gene and the C. glutamicum AJ110135 having an enhanced PC gene selected in Example 3 (2) and (3), respectively were cultured in the flask evaluation medium (100 g of glucose, 1 g of magnesium sulfate heptahydrate, 55 g of ammonium sulfate, 1 g of potassium dihydrogen phosphate, 0.01 g of iron sulfate heptahydrate, 0.01 g of manganese sulfate pentahydrate, 2 mg of thiamine hydrochloride, 0.5 mg of biotin, 5 mg of nicotine amide, 1.05 g of soy co... Reactants: C([O-])([O-])=O (carbonate), COC1=C2C=C(C(OC2=C(C(=C1)O[C@@H]1OC([C@@H]([C@@H]2[C@H]1OC(O2)=O)OC)(C)C)C)=O)NC(OCC2=CC=CC=C2)=O (Benzyl 5-methoxy-7-((3aR,4R,7R,7aR)-7-methoxy-6,6-dimethyl-2-oxotetrahydro-3aH-[1,3]dioxolo[4,5-c]pyran-4-yloxy)-8-methyl-2-oxo-2H-chromen-3-ylcarbamate), CCN=C=NCCCN(C)C (EDCI), N1C(=CC2=CC=CC=C12)C(=O)O (1H-indole-2-carboxylic acid), amine. Reagents/catalysts: [Pd] (Palladium on carbon). The solvent is CO (MeOH), C(Cl)Cl (CH2Cl2), C(C)N(CC)CC (Triethylamine), C1CCOC1 (THF), N1=CC=CC=C1.C(Cl)Cl (pyridine CH2Cl2). Run at time 12 hour. Product: O[C@H]1[C@@H](OC([C@@H]([C@H]1O)OC)(C)C)OC1=CC(=C2C=C(C(OC2=C1C)=O)NC(=O)C=1NC2=CC=CC=C2C1)OC (N-(7-((2R,3R,4S,5R)-3,4-dihydroxy-5-methoxy-6,6-dimethyltetrahydro-2H-pyran-2-yloxy)-5-methoxy-8-methyl-2-oxo-2H-chromen-3-yl)-1H-indole-2-carboxamide). Yield: 5.1%. RXN SMILES: [CH3:1][O:2][C:3]1[CH:12]=[C:11]([O:13][C@H:14]2[C@@H:19]3[O:20]C(=O)[O:22][C@@H:18]3[C@@H:17]([O:24][CH3:25])[C:16]([CH3:27])([CH3:26])[O:15]2)[C:10]([CH3:28])=[C:9]2[C:4]=1[CH:5]=[C:6]([NH:30][C:31](=O)[O:32]CC1C=CC=CC=1)[C:7](=[O:29])[O:8]2.CCN=C=NCCCN(C)C.[NH:52]1[C:60]2[C:55](=[CH:56][CH:57]=[CH:58][CH:59]=2)[CH:54]=[C:53]1C(O)=O.C(=O)([O-])[O-]>[Pd].C1COCC1.N1C=CC=CC=1.C(Cl)Cl.CO.C(Cl)Cl.C(N(CC)CC)C>[OH:20][C@@H:19]1[C@H:18]([OH:22])[C@@H:17]([O:24][CH3:25])[C:16]([CH3:26])([CH3:27])[O:15][C@H:14]1[O:13][C:11]1[C:10]([CH3:28])=[C:9]2[C:4]([CH:5]=[C:6]([NH:30][C:31]([C:53]3[NH:52][C:60]4[C:55]([CH:54]=3)=[CH:56][CH:57]=[CH:58][CH:59]=4)=[O:32])[C:7](=[O:29])[O:8]2)=[C:3]([O:2][CH3:1])[CH:12]=1 |f:6.7|. Procedure details: Palladium on carbon (10%, 40 mg) was added to 25d (200 mg, 0.36 mmol) in anhydrous THF (2.40 mL) and the solution was placed under an atmosphere of H2. After 12 hours, the solution was filtered through SiO2 (1:1 CH2Cl2:Acetone) and the eluent was concentrated to afford a yellow solid, which was used without further purification (150 mg, 99%). EDCI (57.5 mg, 0.30 mmol) and 1H-indole-2-carboxylic acid (38.7 mg, 0.24 mmol) were added to the amine (50.6 mg, 0.12 mmol) in 30% pyridine/CH2Cl2 (3.30 mL... Starting materials: COC(C1=C(C=CC(=C1)OCCCCCCCCCCCCOC1=CC=CC=C1)O)=O (2-hydroxy-5-[(12-phenoxydodecyl)oxy]benzoic acid methyl ester), C(C1=CC=CC=C1)Br (benzyl bromide). The product is COC(C1=C(C=CC(=C1)OCCCCCCCCCCCCOC1=CC=CC=C1)OCC1=CC=CC=C1)=O (5-[(12-phenoxydodecyl)oxy]-2-(phenylmethoxy) benzoic acid methyl ester). Isolated yield 58.0%. RXN SMILES: [CH3:1][O:2][C:3](=[O:31])[C:4]1[CH:9]=[C:8]([O:10][CH2:11][CH2:12][CH2:13][CH2:14][CH2:15][CH2:16][CH2:17][CH2:18][CH2:19][CH2:20][CH2:21][CH2:22][O:23][C:24]2[CH:29]=[CH:28][CH:27]=[CH:26][CH:25]=2)[CH:7]=[CH:6][C:5]=1[OH:30].[CH2:32](Br)[C:33]1[CH:38]=[CH:37][CH:36]=[CH:35][CH:34]=1>>[CH3:1][O:2][C:3](=[O:31])[C:4]1[CH:9]=[C:8]([O:10][CH2:11][CH2:12][CH2:13][CH2:14][CH2:15][CH2:16][CH2:17][CH2:18][CH2:19][CH2:20][CH2:21][CH2:22][O:23][C:24]2[CH:25]=[CH:26][CH:27]=[CH:28][CH:29]=2)[CH:7]=[CH:6][C:5]=1[O:30][CH2:32][C:33]1[CH:38]=[CH:37][CH:36]=[CH:35][CH:34]=1. Procedure details: The reaction of 2-hydroxy-5-[(12-phenoxydodecyl)oxy]benzoic acid methyl ester with benzyl bromide as described in Example 102 gave 5-[(12-phenoxydodecyl)oxy]-2-(phenylmethoxy) benzoic acid methyl ester (58% yield, mp 46°-48° ). Reactants: CCN(CC)C=1C=CC=CC1 (Diethylaniline), amine, N1C(=CC2=CC=CC=C12)C(=O)O (Indole-2-carboxylic acid), Cl.CN(CCCN=C=NCC)C (1-[3-(dimethylamino)propyl]-3-ethylcarbodiimide hydrochloride), ON1N=NC2=C1C=CC=C2 (1-hydroxybenzotriazole). Run in C1CCOC1 (THF). Reaction conditions: temperature 23 celsius, time 5 minute. Product: N1C(=CC2=CC=CC=C12)C(=O)N (indole-2-carboxylic acid amide). Isolated yield 327.0%. As a reaction SMILES: CC[N:3](C1C=CC=CC=1)CC.[NH:12]1[C:20]2[C:15](=[CH:16][CH:17]=[CH:18][CH:19]=2)[CH:14]=[C:13]1[C:21]([OH:23])=O.Cl.CN(C)CCCN=C=NCC.ON1C2C=CC=CC=2N=N1>C1COCC1>[NH:12]1[C:20]2[C:15](=[CH:16][CH:17]=[CH:18][CH:19]=2)[CH:14]=[C:13]1[C:21]([NH2:3])=[O:23] |f:2.3|. Reported procedure: Diethylaniline (0.33 μL, 2.1 μmol, 1.1 equiv) was added in one portion to a stirred solution of the amine (1.0 mg, 1.9 μmol, 1 equiv) in THF (0.15 mL) at 0° C. under an argon atmosphere and the solution was stirred for 5 min. Indole-2-carboxylic acid (0.40 mg, 2.5 μmol, 1.3 equiv), 1-[3-(dimethylamino)propyl]-3-ethylcarbodiimide hydrochloride (0.48 mg, 2.5 μmol, 1.3 equiv) and 1-hydroxybenzotriazole (0.31 mg, 2.3 μmol, 1.2 equiv) were then added separately, each in one portion, to the above solu... Reactants: BrC(C(=O)C1=CC=CC=C1)C (2-bromo-1-phenylpropan-1-one), Cl.OC1=C(C=CC=C1)CC(=O)N1CCNCC1 (N-(2-hydroxy-phenyl acetyl)piperazine hydrochloride), C(=O)([O-])[O-].[K+].[K+] (K2CO3). Solvent: CN(C)C=O (DMF). Yields the product Cl.C(C1=CC=CC=C1)(=O)C(C)N1CCN(CC1)C(CC1=C(C=CC=C1)O)=O (N1-(1-benzoylethyl)-N4-[(2-hydroxy)phenylacetyl]piperazine hydrochloride). Reaction SMILES: Br[CH:2]([CH3:11])[C:3]([C:5]1[CH:10]=[CH:9][CH:8]=[CH:7][CH:6]=1)=[O:4].[ClH:12].[OH:13][C:14]1[CH:19]=[CH:18][CH:17]=[CH:16][C:15]=1[CH2:20][C:21]([N:23]1[CH2:28][CH2:27][NH:26][CH2:25][CH2:24]1)=[O:22].C([O-])([O-])=O.[K+].[K+]>CN(C=O)C>[ClH:12].[C:3]([CH:2]([N:26]1[CH2:25][CH2:24][N:23]([C:21](=[O:22])[CH2:20][C:15]2[CH:16]=[CH:17][CH:18]=[CH:19][C:14]=2[OH:13])[CH2:28][CH2:27]1)[CH3:11])(=[O:4])[C:5]1[CH:10]=[CH:9][CH:8]=[CH:7][CH:6]=1 |f:1.2,3.4.5,7.8|. Procedure details: A mixture of 2-bromo-1-phenylpropan-1-one (3 mmol), N-(2-hydroxy-phenyl acetyl)piperazine hydrochloride (2.5 mmol) and K2CO3 (8.75 mmol) in 30 ml of DMF was treated according to the general preparation 2 to give compound (IV-18), 0.65 g (67%), M+ 353. The reactants are C(C)OC(=O)N1CCC(CC1)(C1=CC=C(C=C1)Cl)C1=CC=C(C=C1)Br (4-(4-Bromo-phenyl)-4-(4-chloro-phenyl)-piperidine-1-carboxylic acid ethyl ester), [H-].[Al+3].[Li+].[H-].[H-].[H-] (lithium aluminum hydride). The solvent is O1CCCC1 (tetrahydrofuran). Conditions: time 2 hour. Yields the product BrC1=CC=C(C=C1)C1(CCN(CC1)C)C1=CC=C(C=C1)Cl (4-(4-Bromo-phenyl)-4-(4-chloro-phenyl)-1-methyl-piperidine). The yield is 100.1%. Reaction SMILES: C(O[C:4]([N:6]1[CH2:11][CH2:10][C:9]([C:19]2[CH:24]=[CH:23][C:22]([Br:25])=[CH:21][CH:20]=2)([C:12]2[CH:17]=[CH:16][C:15]([Cl:18])=[CH:14][CH:13]=2)[CH2:8][CH2:7]1)=O)C.[H-].[Al+3].[Li+].[H-].[H-].[H-]>O1CCCC1>[Br:25][C:22]1[CH:23]=[CH:24][C:19]([C:9]2([C:12]3[CH:13]=[CH:14][C:15]([Cl:18])=[CH:16][CH:17]=3)[CH2:10][CH2:11][N:6]([CH3:4])[CH2:7][CH2:8]2)=[CH:20][CH:21]=1 |f:1.2.3.4.5.6|. Reported procedure: Under a nitrogen atmosphere 4-(4-Bromo-phenyl)-4-(4-chloro-phenyl)-piperidine-1-carboxylic acid ethyl ester (0.28 g, 0.66 mmol) and lithium aluminum hydride (0.051 g) were suspended in tetrahydrofuran (5 ml) and stirred for 2 hours. The reaction mixture was quenched with addition of water, solvent removed under reduced pressure, the residue was partitioned between ethyl acetate and 2N NaOH. The organic layer was washed with brine, dried (MgSO4), filtered and concentrated to afford the desired pr... Starting materials: C(C=C)O (allyl alcohol), N1N=NN=C1 (Tetrazole), C(C=C)OP(N(C(C)C)C(C)C)OCC=C (bis(allyloxy)(diisopropylamino)phosphine), C(O)([O-])=O.[Na+] (sodium hydrogen carbonate), S(=S)(=O)([O-])[O-].[Na+].[Na+] (sodium thiosulfate), C(C)(C)(C)OO (tert-butyl hydroperoxide), OCC1=C(C(=O)O[C@@]([C@@H](C)S[C@H]2CO[C@@H](OC2)\C=C\C=C\C2=C(C=C(C=C2)C#N)F)(CN2N=CN=C2)C2=C(C=C(C=C2)F)F)C=CC=C1 ((1R,2R)-2-[[trans-2-[(1E,3E)-4-(4-Cyano-2-fluorophenyl)-1,3-butadienyl]-1,3-dioxan-5-yl]thio]-1-(2,4-difluorophenyl)-1-[(1H-1,2,4-triazol-1-yl)methyl]propyl 2-(hydroxymethyl)benzoate). Run in CCCCCC (hexane), C(C)(=O)OCC (ethyl acetate), ClCCl.C(C)#N (dichloromethane acetonitrile). Run at temperature 0 celsius, time 5 minute. The product is C(C=C)OP(=O)(OCC=C)OCC1=C(C(=O)O[C@@]([C@@H](C)S[C@H]2CO[C@@H](OC2)\C=C\C=C\C2=C(C=C(C=C2)C#N)F)(CN2N=CN=C2)C2=C(C=C(C=C2)F)F)C=CC=C1 ((1R,2R)-2-[[trans-2-[(1E,3E)-4-(4-Cyano-2-fluorophenyl)-1,3-butadienyl]-1,3-dioxan-5-yl]thio]-1-(2,4-difluorophenyl)-1-[(1H-1,2,4-triazol-1-yl)methyl]propyl 2-[[bis(allyloxy)phosphoryl]oxymethyl]benzoate). Isolated yield 54.0%. Reaction SMILES: [OH:1][CH2:2][C:3]1[CH:48]=[CH:47][CH:46]=[CH:45][C:4]=1[C:5]([O:7][C@:8]([C:37]1[CH:42]=[CH:41][C:40]([F:43])=[CH:39][C:38]=1[F:44])([CH2:31][N:32]1[CH:36]=[N:35][CH:34]=[N:33]1)[C@H:9]([S:11][C@@H:12]1[CH2:17][O:16][C@@H:15](/[CH:18]=[CH:19]/[CH:20]=[CH:21]/[C:22]2[CH:27]=[CH:26][C:25]([C:28]#[N:29])=[CH:24][C:23]=2[F:30])[O:14][CH2:13]1)[CH3:10])=[O:6].N1C=NN=N1.[CH2:54]([O:57][P:58]([O:66][CH2:67][CH:68]=[CH2:69])N(C(C)C)C(C)C)[CH:55]=[CH2:56].C([OH:73])C=C.C(OO)(C)(C)C.C(=O)([O-])O.[Na+].S([O-])([O-])(=O)=S.[Na+].[Na+]>ClCCl.C(#N)C.CCCCCC.C(OCC)(=O)C>[CH2:67]([O:66][P:58]([O:1][CH2:2][C:3]1[CH:48]=[CH:47][CH:46]=[CH:45][C:4]=1[C:5]([O:7][C@:8]([C:37]1[CH:42]=[CH:41][C:40]([F:43])=[CH:39][C:38]=1[F:44])([CH2:31][N:32]1[CH:36]=[N:35][CH:34]=[N:33]1)[C@H:9]([S:11][C@@H:12]1[CH2:17][O:16][C@@H:15](/[CH:18]=[CH:19]/[CH:20]=[CH:21]/[C:22]2[CH:27]=[CH:26][C:25]([C:28]#[N:29])=[CH:24][C:23]=2[F:30])[O:14][CH2:13]1)[CH3:10])=[O:6])([O:57][CH2:54][CH:55]=[CH2:56])=[O:73])[CH:68]=[CH2:69] |f:5.6,7.8.9,10.11|. Procedure details: (1R,2R)-2-[[trans-2-[(1E,3E)-4-(4-Cyano-2-fluorophenyl)-1,3-butadienyl]-1,3-dioxan-5-yl]thio]-1-(2,4-difluorophenyl)-1-[(1H-1,2,4-triazol-1-yl)methyl]propyl 2-(hydroxymethyl)benzoate (540 mg, 7.89×10−4 mol) obtained from Example 17-(4) was dissolved in a mixed solvent (3 ml) of dichloromethane-acetonitrile (1:1). Tetrazole (112 mg, 1.6 mmol) and bis(allyloxy)(diisopropylamino)phosphine (Tetrahedron Lett., 30, 4219 (1989); 250 mg, 1.0×10−3 mol) were added thereto at 0° C., and the mixture was sti...